This data is from the Open Reaction Database (ORD), a public repository of structured organic reaction records. The task is: describe an organic reaction: reactants, conditions, products, and yield Reactants: ClC=1C=C(C=CC1)[C@@H]([C@H]1CN(CCC1)C(=O)OC(C)(C)C)OCCNC(=O)OC ((R)-tert-Butyl 3-((R)-(3-chlorophenyl)(2-(methoxycarbonylamino)ethoxy)methyl)piperidine-1-carboxylate), C(=O)(C(F)(F)F)O.C(Cl)Cl (TFA CH2Cl2). Reaction conditions: time 1 hour. The product is ClC=1C=C(C=CC1)[C@H](OCCNC(OC)=O)[C@H]1CNCCC1 (methyl 2-((R)-(3-chlorophenyl)((R)-piperidin-3-yl)methoxy)ethylcarbamate), C(=O)(C(F)(F)F)O (TFA). Isolated yield 100.0%. RXN SMILES: [Cl:1][C:2]1[CH:3]=[C:4]([C@H:8]([O:22][CH2:23][CH2:24][NH:25][C:26]([O:28][CH3:29])=[O:27])[C@@H:9]2[CH2:14][CH2:13][CH2:12][N:11](C(OC(C)(C)C)=O)[CH2:10]2)[CH:5]=[CH:6][CH:7]=1.[C:30]([OH:36])([C:32]([F:35])([F:34])[F:33])=[O:31].C(Cl)Cl>>[Cl:1][C:2]1[CH:3]=[C:4]([C@@H:8]([C@@H:9]2[CH2:14][CH2:13][CH2:12][NH:11][CH2:10]2)[O:22][CH2:23][CH2:24][NH:25][C:26](=[O:27])[O:28][CH3:29])[CH:5]=[CH:6][CH:7]=1.[C:30]([OH:36])([C:32]([F:35])([F:34])[F:33])=[O:31] |f:1.2|. Reported procedure: (R)-tert-Butyl 3-((R)-(3-chlorophenyl)(2-(methoxycarbonylamino)ethoxy)methyl)piperidine-1-carboxylate (4.86 g, 11.4 mmol) was dissolved in a solution of 20% (V/V) TFA/CH2Cl2 (10 mL). The reaction mixture was stirred at rt for 1 hr. The solvent was removed in vacuo to afford methyl 2-((R)-(3-chlorophenyl)((R)-piperidin-3-yl)methoxy)ethylcarbamate as TFA salt (4.8 g, 100%), which was used for the next step directly without purification. Reaction SMILES: [Br:31][CH2:32][C:33](=[O:34])[c:35]1[cH:36][cH:37][c:38]([O:41][CH3:42])[cH:39][cH:40]1.[CH3:43][N:44]([CH3:45])[CH:46]=[O:47].[CH3:50][CH2:51][O:52][C:53](=[O:54])[CH3:55].[CH:1]1([c:4]2[cH:5][c:6]3[c:7]([n:8]([CH2:14][c:15]4[c:16]([F:29])[cH:17][c:18](-[c:21]5[c:22]([C:27]#[N:28])[cH:23][cH:24][cH:25][cH:26]5)[cH:19][cH:20]4)[c:9](=[O:13])[nH:10][c:11]3=[O:12])[s:30]2)[CH2:2][CH2:3]1.[H-:48].[Na+:49]>>[CH:1]1([c:4]2[cH:5][c:6]3[c:7]([n:8]([CH2:14][c:15]4[c:16]([F:29])[cH:17][c:18](-[c:21]5[c:22]([C:27]#[N:28])[cH:23][cH:24][cH:25][cH:26]5)[cH:19][cH:20]4)[c:9](=[O:13])[n:10]([CH2:32][C:33](=[O:34])[c:35]4[cH:36][cH:37][c:38]([O:41][CH3:42])[cH:39][cH:40]4)[c:11]3=[O:12])[s:30]2)[CH2:2][CH2:3]1. Starting materials: COc1ccc(C(=O)CBr)cc1, CN(C)C=O, CCOC(C)=O, N#Cc1ccccc1-c1ccc(Cn2c(=O)[nH]c(=O)c3cc(C4CC4)sc32)c(F)c1, [H-], [Na+]. Yields the product COc1ccc(C(=O)Cn2c(=O)c3cc(C4CC4)sc3n(Cc3ccc(-c4ccccc4C#N)cc3F)c2=O)cc1. RXN SMILES: [Br:1][C:2]1[CH:3]=[C:4]2[C:9](Cl)=[C:8]([C:11]([NH2:13])=[O:12])[CH:7]=[N:6][N:5]2[CH:14]=1.Cl.[F:16][C:17]([CH3:22])([CH3:21])[C@H:18]([NH2:20])[CH3:19].FC(C)(C)[C@H](NC1C2N(C=CC=2)N=CC=1C(N)=O)C.C(N(C(C)C)CC)(C)C>CN1C(=O)CCC1.O>[Br:1][C:2]1[CH:3]=[C:4]2[C:9]([NH:20][C@H:18]([CH3:19])[C:17]([F:16])([CH3:22])[CH3:21])=[C:8]([C:11]([NH2:13])=[O:12])[CH:7]=[N:6][N:5]2[CH:14]=1 |f:1.2|. Solvent: CN1CCCC1=O (NMP), O (water). Product: BrC=1C=C2N(N=CC(=C2N[C@@H](C(C)(C)F)C)C(=O)N)C1 (6-bromo-4-(((1R)-2-fluoro-1,2-dimethylpropyl)amino)pyrrolo[1,2-b]pyridazine-3-carboxamide). Procedure details: A solution of 6-bromo-4-chloropyrrolo[1,2-b]pyridazine-3-carboxamide (Preparation 5, 519 mg, 1.89 mmol), (R)-2-fluoro-1,2-dimethyl-propylamine hydrochloride salt (402 mg, 2.84 mmol, from Intermediate 2, step 3), and diisopropylethylamine (0.99 mL, 5.68 mmol) in NMP (2.0 mL) was heated to 100° C. for 1 hour in the CEM microwave. The mixture was cooled to rt, diluted with water and the resulting precipitate then filtered and allowed to air dry. This afforded 595 mg (92%) of a pale white solid as t... Reactants: BrC=1C=C2N(N=CC(=C2Cl)C(=O)N)C1 (6-bromo-4-chloropyrrolo[1,2-b]pyridazine-3-carboxamide), Cl.FC([C@@H](C)N)(C)C ((R)-2-fluoro-1,2-dimethyl-propylamine hydrochloride salt), FC([C@@H](C)NC=1C=2N(N=CC1C(=O)N)C=CC2)(C)C (4-(((1R)-2-fluoro-1,2-dimethylpropyl)amino)pyrrolo[1,2-b]pyridazine-3-carboxamide), C(C)(C)N(CC)C(C)C (diisopropylethylamine). The reactants are BrC=1C=C(C=CC1)C(C)N (1-(3-bromophenyl)ethanamine), C(C)(C)N(CC)C(C)C (diisopropylethylamine), ice, BrCC(=O)C1=CC=C(C=C1)Cl (2-bromo-4′-chloroacetophenone). Solvent: ClCCl (dichloromethane), ClCCl (dichloromethane). Conditions: time 3 hour. Yields the product BrC=1C=C(C=CC1)C(C)NCC(=O)C1=CC=C(C=C1)Cl (2-(1-(3-bromophenyl)ethylamino)-1-(4-chlorophenyl)ethanone). Isolated yield 74.0%. Reaction SMILES: [Br:1][C:2]1[CH:3]=[C:4]([CH:8]([NH2:10])[CH3:9])[CH:5]=[CH:6][CH:7]=1.C(N(C(C)C)CC)(C)C.Br[CH2:21][C:22]([C:24]1[CH:29]=[CH:28][C:27]([Cl:30])=[CH:26][CH:25]=1)=[O:23]>ClCCl>[Br:1][C:2]1[CH:3]=[C:4]([CH:8]([NH:10][CH2:21][C:22]([C:24]2[CH:29]=[CH:28][C:27]([Cl:30])=[CH:26][CH:25]=2)=[O:23])[CH3:9])[CH:5]=[CH:6][CH:7]=1. Reported procedure: To an ice-cooled mixture of the product from Step A (4.6 g, 23 mmol) and diisopropylethylamine (4.46 g, 34.5 mmol) in dichloromethane (50 mL) was added 2-bromo-4′-chloroacetophenone (5.48 g, 23 mmol). The reaction mixture was stirred at room temperature for 3 hours and then diluted with dichloromethane (100 mL). The mixture was washed with water and brine, dried over sodium sulfate, and concentrated. Flash chromatography (silica gel, 20 to 40% ethyl acetate/hexanes) purification provided the 2-(... Starting materials: ClC=1C=C(C=CC1C#N)N1N=C2C3=C(CCC2C1C1CCCC1)C=C(C=C3)C(=O)O ((±)-(3SR,3aRS)-2-(3-chloro-4-cyanophenyl)-3-cyclopentyl-3,3a,4,5-tetrahydro-2H-benzo[g]indazole-7-carboxylic acid), C(CO)(=O)OC (methyl glycolate). Yields the product ClC=1C=C(C=CC1C#N)N1N=C2C3=C(CCC2C1C1CCCC1)C=C(C=C3)C(=O)OCC(=O)OC ((±)-(3SR,3aRS)-2-methoxy-2-oxoethyl 2-(3-chloro-4-cyanophenyl)-3-cyclopentyl-3,3a,4,5-tetrahydro-2H-benzo[g]indazole-7-carboxylate). Reaction SMILES: [Cl:1][C:2]1[CH:3]=[C:4]([N:10]2[CH:18]([CH:19]3[CH2:23][CH2:22][CH2:21][CH2:20]3)[CH:17]3[C:12]([C:13]4[CH:27]=[CH:26][C:25]([C:28]([OH:30])=[O:29])=[CH:24][C:14]=4[CH2:15][CH2:16]3)=[N:11]2)[CH:5]=[CH:6][C:7]=1[C:8]#[N:9].[C:31]([O:35][CH3:36])(=[O:34])[CH2:32]O>>[Cl:1][C:2]1[CH:3]=[C:4]([N:10]2[CH:18]([CH:19]3[CH2:20][CH2:21][CH2:22][CH2:23]3)[CH:17]3[C:12]([C:13]4[CH:27]=[CH:26][C:25]([C:28]([O:30][CH2:32][C:31]([O:35][CH3:36])=[O:34])=[O:29])=[CH:24][C:14]=4[CH2:15][CH2:16]3)=[N:11]2)[CH:5]=[CH:6][C:7]=1[C:8]#[N:9]. Procedure: The title compound was prepared from (±)-(3SR,3aRS)-2-(3-chloro-4-cyanophenyl)-3-cyclopentyl-3,3a,4,5-tetrahydro-2H-benzo[g]indazole-7-carboxylic acid, Example 15 and methyl glycolate according to Method E. 1H NMR (400 MHz, CDCl3) δ ppm 1.20-1.69 (m, 7H), 1.72-1.84 (m, 1H), 1.89-2.03 (m, 1H), 2.06-2.20 (m, 1H), 2.26-2.36 (m, 1H), 2.86-2.99 (m, 1H), 3.07-3.18 (m, 1H), 3.49 (ddd, J=13.70, 9.40, 4.83 Hz, 1H), 3.82 (s, 3H), 4.65 (dd, J=9.53, 5.50 Hz, 1H), 4.89 (s, 2H) 7.03 (dd, J=8.73, 2.01 Hz, 1H),...